This data is from the Open Reaction Database (ORD), a public repository of structured organic reaction records. The task is: describe an organic reaction: reactants, conditions, products, and yield The reactants are NC1=NC2=C(C(=NC1)C1=CC=CC=C1)C=C(C=C2)C(F)(F)F (2-amino-5-phenyl-7-trifluoromethyl-3H-1,4-benzodiazepine), C(C)O (ethanol), O.NN (hydrazine hydrate). Run in C(C)(=O)O (acetic acid). Reaction conditions: time 30 minute. Product: N(N)C1=NC2=C(C(=NC1)C1=CC=CC=C1)C=C(C=C2)C(F)(F)F (2-hydrazino-5-phenyl-7-trifluoromethyl-3H-1,4-benzodiazepine). As a reaction SMILES: [NH2:1][C:2]1[CH2:8][N:7]=[C:6]([C:9]2[CH:14]=[CH:13][CH:12]=[CH:11][CH:10]=2)[C:5]2[CH:15]=[C:16]([C:19]([F:22])([F:21])[F:20])[CH:17]=[CH:18][C:4]=2[N:3]=1.C(O)C.O.[NH2:27]N>C(O)(=O)C>[NH:1]([C:2]1[CH2:8][N:7]=[C:6]([C:9]2[CH:10]=[CH:11][CH:12]=[CH:13][CH:14]=2)[C:5]2[CH:15]=[C:16]([C:19]([F:22])([F:20])[F:21])[CH:17]=[CH:18][C:4]=2[N:3]=1)[NH2:27] |f:2.3|. Reported procedure: To a mixture of 9.1 parts of 2-amino-5-phenyl-7-trifluoromethyl-3H-1,4-benzodiazepine, 150 parts by volume of ethanol and 3.6 parts by volume of glacial acetic acid is added 4.5 parts by volume of 100% hydrazine hydrate. The whole mixture is stirred for 30 minutes at room temperature and treated in a similar manner to Example 1, whereby 2-hydrazino-5-phenyl-7-trifluoromethyl-3H-1,4-benzodiazepine is yielded as a crystalline powder. Melting point: 127° C (sintering), 133° C to 135° C (effervescen... Starting materials: CC(C)(C)OC(=O)N1CCCN(c2nc3ccccc3n2CCOS(C)(=O)=O)CC1, CN(C)C=O, ClCCl, [H-], [Na+], c1cn[nH]c1. Product: CC(C)(C)OC(=O)N1CCCN(c2nc3ccccc3n2CCn2cccn2)CC1. As a reaction SMILES: [C:13]([CH3:14])([CH3:15])([CH3:16])[O:17][C:18](=[O:19])[N:20]1[CH2:21][CH2:22][N:23]([c:27]2[n:28][c:29]3[c:30]([n:31]2[CH2:32][CH2:33][O:34][S:35]([CH3:36])(=[O:37])=[O:38])[cH:39][cH:40][cH:41][cH:42]3)[CH2:24][CH2:25][CH2:26]1.[CH3:6][N:7]([CH3:8])[CH:9]=[O:10].[Cl:43][CH2:44][Cl:45].[H-:11].[Na+:12].[nH:1]1[n:2][cH:3][cH:4][cH:5]1>>[n:1]1([CH2:33][CH2:32][n:31]2[c:27]([N:23]3[CH2:22][CH2:21][N:20]([C:18]([O:17][C:13]([CH3:14])([CH3:15])[CH3:16])=[O:19])[CH2:26][CH2:25][CH2:24]3)[n:28][c:29]3[c:30]2[cH:39][cH:40][cH:41][cH:42]3)[n:2][cH:3][cH:4][cH:5]1. The reactants are NH4 Cl, N (ammonia), [Na] (Sodium), 1,6-anhydro-4-O-benzyl-2-deoxy-2-[1D-(1N,2,4/3)-2,3,4-tri-O-benzyl-5-C-benzyloxymethyl-2,3,4-trihydroxy-5-cyclohexen-1-yl)amino, C1[C@@H]([C@@H]([C@H]([C@@H]([C@]1(CO)O)O)O)O)N.C1[C@@H]2[C@H]([C@@H]([C@H]([C@H](O1)O2)O)O)O (valiolamine 1,6-anhydroglucose), C1[C@@H]([C@@H]([C@H]([C@@H]([C@]1(CO)O)O)O)O)N.C1[C@@H]2[C@H]([C@@H]([C@H]([C@H](O1)O2)O)O)O (valiolamine 1,6-anhydroglucose). The solvent is C1CCOC1 (THF). Reaction conditions: time 30 minute. The product is C1[C@@H]([C@@H]([C@H]([C@@H]([C@]1(CO)O)O)O)O)N.O=C[C@H](O)[C@@H](O)[C@H](O)[C@H](O)CO (valiolamine glucose). The yield is 75.8%. As a reaction SMILES: [CH2:1]1[C@:6]([OH:9])([CH2:7][OH:8])[C@@H:5]([OH:10])[C@H:4]([OH:11])[C@@H:3]([OH:12])[C@H:2]1[NH2:13].[CH2:14]1[O:20][C@@H:19]2[O:21][C@H:15]1[C@@H:16]([OH:24])[C@H:17]([OH:23])[C@H:18]2[OH:22].N.[Na]>C1COCC1>[CH2:1]1[C@:6]([OH:9])([CH2:7][OH:8])[C@@H:5]([OH:10])[C@H:4]([OH:11])[C@@H:3]([OH:12])[C@H:2]1[NH2:13].[O:20]=[CH:14][C@@H:15]([C@H:16]([C@@H:17]([C@@H:18]([CH2:19][OH:8])[OH:22])[OH:23])[OH:24])[OH:21] |f:0.1,5.6,^1:25|. Procedure: 1.09 g (1.41 mmol) of 1,6-anhydro-4-O-benzyl-2-deoxy-2-[1D-(1N,2,4/3)-2,3,4-tri-O-benzyl-5-C-benzyloxymethyl-2,3,4-trihydroxy-5-cyclohexen-1-yl)amino]-β-D-glucopyranose (compound 3) was dissolved in THF (20 ml) and liquid ammonia (~100 ml) was added at ~78° C. Sodium (0.42 g) was added and the reaction mixture was stirred for 30 minutes at this temperature. NH4 Cl(2 g) was then added and ammonia and THF were evaporated at room temperature. The residue was acetylated in pyridine (5 ml) and acetic... Starting materials: COc1ccc2c(c1)C(=O)c1ccc(C#N)cc1S2(=O)=O, C[O-], CO, NCCN, [Na+], O. Yields the product COc1ccc2c(c1)C(=O)c1ccc(C3=NCCN3)cc1S2(=O)=O. Reaction SMILES: [C:1](#[N:2])[c:3]1[cH:4][cH:5][c:6]2[c:15]([cH:16]1)[S:14](=[O:17])(=[O:18])[c:13]1[c:8]([cH:9][c:10]([O:19][CH3:20])[cH:11][cH:12]1)[C:7]2=[O:21].[CH3:26][O-:27].[CH3:30][OH:31].[NH2:22][CH2:23][CH2:24][NH2:25].[Na+:28].[OH2:29]>>[C:1]1([c:3]2[cH:4][cH:5][c:6]3[c:15]([cH:16]2)[S:14](=[O:17])(=[O:18])[c:13]2[c:8]([cH:9][c:10]([O:19][CH3:20])[cH:11][cH:12]2)[C:7]3=[O:21])=[N:22][CH2:23][CH2:24][NH:2]1. The reactants are C(C)(C)(C)OC(C=CC1=CC(=C(C=C1)C=O)F)=O (3-(3-fluoro-4-formyl-phenyl)-acrylic acid tert-butyl ester). Run in C(Cl)Cl (DCM), FC(C(=O)O)(F)F (trifluoroacetic acid). Conditions: time 6 hour. The product is FC=1C=C(C=CC1C=O)C=CC(=O)O (3-(3-fluoro-4-formyl-phenyl)-acrylic acid). The yield is 104.3%. Reaction SMILES: C([O:5][C:6](=[O:18])[CH:7]=[CH:8][C:9]1[CH:14]=[CH:13][C:12]([CH:15]=[O:16])=[C:11]([F:17])[CH:10]=1)(C)(C)C>C(Cl)Cl.FC(F)(F)C(O)=O>[F:17][C:11]1[CH:10]=[C:9]([CH:8]=[CH:7][C:6]([OH:18])=[O:5])[CH:14]=[CH:13][C:12]=1[CH:15]=[O:16]. Procedure details: 3-(3-fluoro-4-formyl-phenyl)-acrylic acid tert-butyl ester (2 g, 8 mmol) was dissolved in DCM (23 ml) and trifluoroacetic acid (6 ml). The mixture was stirred at room temperature for 6 h then the solvent was evaporated under vacuo giving 1.62 g of 3-(3-fluoro-4-formyl-phenyl)-acrylic acid The reactants are CC(=O)N1C=C(c2ccccc2)N(CC(=O)NC(Cc2ccccc2)C(O)C2=NC(C)(C)CO2)C(=O)C1C(C)C, ClCCl, CC(C)(C)O, [Na+], [Na+], [Na+], O=C([O-])O, O=S([O-])([O-])=S. Yields the product CC(=O)N1C=C(c2ccccc2)N(CC(=O)NC(Cc2ccccc2)C(=O)C2=NC(C)(C)CO2)C(=O)C1C(C)C. RXN SMILES: [C:6]([CH3:7])(=[O:8])[N:9]1[CH:10]([CH:43]([CH3:44])[CH3:45])[C:11](=[O:42])[N:12]([CH2:21][C:22](=[O:23])[NH:24][CH:25]([CH:26]([OH:27])[C:28]2=[N:32][C:31]([CH3:33])([CH3:34])[CH2:30][O:29]2)[CH2:35][c:36]2[cH:37][cH:38][cH:39][cH:40][cH:41]2)[C:13]([c:15]2[cH:16][cH:17][cH:18][cH:19][cH:20]2)=[CH:14]1.[CH2:58]([Cl:59])[Cl:60].[CH3:1][C:2]([OH:3])([CH3:4])[CH3:5].[Na+:46].[Na+:56].[Na+:57].[OH:47][C:48](=[O:49])[O-:50].[S:51]([O-:52])([O-:53])(=[O:54])=[S:55]>>[C:6]([CH3:7])(=[O:8])[N:9]1[CH:10]([CH:43]([CH3:44])[CH3:45])[C:11](=[O:42])[N:12]([CH2:21][C:22](=[O:23])[NH:24][CH:25]([C:26](=[O:27])[C:28]2=[N:32][C:31]([CH3:33])([CH3:34])[CH2:30][O:29]2)[CH2:35][c:36]2[cH:37][cH:38][cH:39][cH:40][cH:41]2)[C:13]([c:15]2[cH:16][cH:17][cH:18][cH:19][cH:20]2)=[CH:14]1. Starting materials: ice water, solution, S(=O)=O (sulphur dioxide), C(C)(=O)O[C@@H]1CC2=CC[C@H]3[C@@H]4[C@H]5[C@@H](C([C@@]4(C)C[C@@H]([C@@H]3[C@]2(CC1)C)O)=O)C5 (3β-acetoxy-11β-hydroxy-15β,16β-methyleneandrost-5-en-17-one). Run in C(C)(=O)OCC (ethyl acetate), CS(=O)(=O)Cl (methanesulphonic acid chloride), CN(C=O)C (dimethylformamide), CC1=CC(=NC(=C1)C)C (γ-collidine). Reaction conditions: time 20 minute. The product is C(C)(=O)O[C@@H]1CC2=CC[C@H]3[C@@H]4[C@H]5[C@@H](C([C@@]4(C)CC=C3[C@]2(CC1)C)=O)C5 (3β-acetoxy-15β,16β-methyleneandrosta-5,9(11)-dien-17-one). As a reaction SMILES: S(=O)=O.[C:4]([O:7][C@H:8]1[CH2:25][CH2:24][C@@:23]2([CH3:26])[C:10](=[CH:11][CH2:12][C@@H:13]3[C@@H:22]2[C@@H:21](O)[CH2:20][C@@:18]2([CH3:19])[C@H:14]3[C@@H:15]3[CH2:29][C@@H:16]3[C:17]2=[O:28])[CH2:9]1)(=[O:6])[CH3:5]>CS(Cl)(=O)=O.CN(C)C=O.CC1C=C(C)N=C(C)C=1.C(OCC)(=O)C>[C:4]([O:7][C@H:8]1[CH2:25][CH2:24][C@@:23]2([CH3:26])[C:10](=[CH:11][CH2:12][C@@H:13]3[C:22]2=[CH:21][CH2:20][C@@:18]2([CH3:19])[C@H:14]3[C@@H:15]3[CH2:29][C@@H:16]3[C:17]2=[O:28])[CH2:9]1)(=[O:6])[CH3:5]. Procedure details: 2.6 ml of a solution of 5% by weight sulphur dioxide in methanesulphonic acid chloride are added to a solution of 1.75 g of 3β-acetoxy-11β-hydroxy-15β,16β-methyleneandrost-5-en-17-one in 10.5 ml of dimethylformamide and 3.5 ml of γ-collidine and the whole is stirred for 20 minutes, the internal temperature being allowed to rise to approximately 45°. While stirring, the mixture, including the precipitate that has formed, is poured onto 17.5 ml of ice-water and stirring is continued for a further ... Reactants: CNC(CC(C1=CC=CC=C1)C=1C=C2C=C(NC2=CC1)C)=O (N-methyl-3-(2-methyl-1H-indol-5-yl)-3-phenyl-propionamide), N1C=CC2=CC=CC(=C12)C(CCNC)C1=CC=CC=C1 ([3-(1H-Indol-7-yl)-3-phenyl-propyl]-methyl-amine). The product is CNCCC(C1=CC=CC=C1)C=1C=C2C(=CNC2=CC1)C (Methyl-[3-(3-methyl-1H-indol-5-yl)-3-phenyl-propyl]-amine). Yield: 68.0%. RXN SMILES: [CH3:1][NH:2][C:3](=O)[CH2:4][CH:5]([C:12]1[CH:13]=[C:14]2[C:18](=[CH:19][CH:20]=1)[NH:17][C:16](C)=[CH:15]2)[C:6]1[CH:11]=[CH:10][CH:9]=[CH:8][CH:7]=1.N1C2C(=CC=CC=2C(C2C=CC=CC=2)CCNC)C=[CH:24]1>>[CH3:1][NH:2][CH2:3][CH2:4][CH:5]([C:12]1[CH:13]=[C:14]2[C:18](=[CH:19][CH:20]=1)[NH:17][CH:16]=[C:15]2[CH3:24])[C:6]1[CH:7]=[CH:8][CH:9]=[CH:10][CH:11]=1. Procedure details: Methyl-[3-(3-methyl-1H-indol-5-yl)-3-phenyl-propyl]-amine LXXIV (221 mg, 68% yield) was prepared from N-methyl-3-(2-methyl-1H-indol-5-yl)-3-phenyl-propionamide using the procedure described above for [3-(1H-indol-7-yl)-3-phenyl-propyl]-methyl-amine XX (see Example 4). MS (M+H)=279. Starting materials: [N+](=O)(O)[O-] (nitric acid), BrCC(=O)C1=CC(=C(C=C1)O)OC (2-bromo-4'-hydroxy-3'-methoxyacetophenone). The solvent is C(C)(=O)O (acetic acid), C(C)(=O)O (acetic acid). Yields the product BrCC(=O)C1=CC(=C(C(=C1)[N+](=O)[O-])O)OC (2-bromo-4'-hydroxy-3'-methoxy-5'-nitroacetophenone). Reaction SMILES: [N+:1]([O-:4])(O)=[O:2].[Br:5][CH2:6][C:7]([C:9]1[CH:14]=[CH:13][C:12]([OH:15])=[C:11]([O:16][CH3:17])[CH:10]=1)=[O:8]>C(O)(=O)C>[Br:5][CH2:6][C:7]([C:9]1[CH:14]=[C:13]([N+:1]([O-:4])=[O:2])[C:12]([OH:15])=[C:11]([O:16][CH3:17])[CH:10]=1)=[O:8]. Procedure details: A solution of 38 g of fuming nitric acid (96%) in 50 ml of glacial acetic acid is added dropwise while stirring and within 30 minutes at 20°-25° to a solution of 112.5 g of 2-bromo-4'-hydroxy-3'-methoxyacetophenone in 560 ml of glacial acetic acid. Yellow-brown crystals thereby separate. After 90 minutes the reaction mixture is poured on to 300 g of ice. The crystals are filtered under suction, washed with 1000 ml of water and dissolved in 1000 ml of methylene chloride. The organic phase is wash... Starting materials: CCOC(=O)c1cc2cc(F)cc(Br)c2[nH]1, [Li+], C1CCOC1, [OH-], O. Yields the product O=C(O)c1cc2cc(F)cc(Br)c2[nH]1. Reaction SMILES: [CH2:8]([CH3:9])[O:10][C:11](=[O:12])[c:13]1[nH:14][c:15]2[c:16]([Br:23])[cH:17][c:18]([F:22])[cH:19][c:20]2[cH:21]1.[Li+:6].[O:1]1[CH2:2][CH2:3][CH2:4][CH2:5]1.[OH-:7].[OH2:24]>>[O:10]=[C:11]([OH:12])[c:13]1[nH:14][c:15]2[c:16]([Br:23])[cH:17][c:18]([F:22])[cH:19][c:20]2[cH:21]1.